Dataset: the Open Reaction Database (ORD), a public repository of structured organic reaction records. Task: describe an organic reaction: reactants, conditions, products, and yield The reactants are C([O-])([O-])=O.[K+].[K+] (potassium carbonate), C([O-])([O-])=O.[K+].[K+] (potassium carbonate), [OH-].[Na+] (NaOH), C(=O)([O-])C(O)C(O)C(=O)[O-].ClC=1C=CC2=C([C@H](C[NH2+]CC2)C)C1.ClC=1C=CC2=C([C@H](C[NH2+]CC2)C)C1 ((R)-8-chloro-1-methyl-2,3,4,5-tetrahydro-1H-benzo[d]azepinium hemitartrate). The product is O.Cl.ClC=1C=CC2=C([C@H](CNCC2)C)C1.ClC=1C=CC2=C([C@H](CNCC2)C)C1.Cl ((R)-8-chloro-1-methyl-2,3,4,5-tetrahydro-1H-3-benzazepine hydrochloride hemihydrate). Reaction SMILES: C(=O)([O-])[O-:2].[K+].[K+].[OH-].[Na+].C(C(C(C([O-])=O)O)O)([O-])=O.[Cl:19][C:20]1[CH:21]=[CH:22][C:23]2[CH2:29][CH2:28][NH2+:27][CH2:26][C@H:25]([CH3:30])[C:24]=2[CH:31]=1.[Cl:32][C:33]1[CH:34]=[CH:35][C:36]2[CH2:42][CH2:41][NH2+:40][CH2:39][C@H:38]([CH3:43])[C:37]=2[CH:44]=1>>[OH2:2].[ClH:19].[Cl:32][C:33]1[CH:34]=[CH:35][C:36]2[CH2:42][CH2:41][NH:40][CH2:39][C@H:38]([CH3:43])[C:37]=2[CH:44]=1.[Cl:19][C:20]1[CH:21]=[CH:22][C:23]2[CH2:29][CH2:28][NH:27][CH2:26][C@H:25]([CH3:30])[C:24]=2[CH:31]=1.[ClH:19] |f:0.1.2,3.4,5.6.7,8.9.10.11.12|. Procedure details: One base that is particularly useful in neutralizing the hemitartrate salt is aqueous potassium carbonate. In contrast, it was found that when aqueous NaOH was used to neutralize (R)-8-chloro-1-methyl-2,3,4,5-tetrahydro-1H-benzo[d]azepinium hemitartrate a difficult-to-separate emulsion was generated. However, aqueous potassium carbonate can be used that is essentially free of any emulsion when extracting the free base (R)-8-chloro-1-methyl-2,3,4,5-tetrahydro-1H-3-benzazepine after neutralizing. ... Starting materials: C(#N)N=C(OCCC)C=1C=NC(=CC1)N (Propyl N-cyano-6-amino-3-pyridinecarboximidate), ClC1=C(C=CC=C1)CCN (2-(2-chlorophenyl)ethylamine). The solvent is CO (methanol), CN(C)C=O (DMF). Run at time 2.5 hour. The product is NC1=CC=C(C=N1)C#N (6-Amino-3-Cyanopyridine). Isolated yield 214.1%. RXN SMILES: C([N:3]=[C:4]([C:9]1[CH:10]=[N:11][C:12]([NH2:15])=[CH:13][CH:14]=1)OCCC)#N.ClC1C=CC=CC=1CCN>CO.CN(C=O)C>[NH2:15][C:12]1[N:11]=[CH:10][C:9]([C:4]#[N:3])=[CH:14][CH:13]=1. Procedure: 1H-NMR (500 MHz, DMSO): δ (ppm). 8.74(1H, d, J=2.4Hz, H-6), 8.04(1H, dd, J=2.4, 9.2Hz, H-4), 7.20(1H, brs, NH2), 6.53(1H, d, J=9.2Hz, H-3 ) , 4.27 (2H, t, J=6.7Hz, OCH2CH2CH3), 1.7 5 (2H, m, OCH2CH2CH3) , 0.97 (3H, t, J=7.3Hz, OCH2CH2CH3). Propyl N-cyano-6-amino-3-pyridinecarboximidate (200 mg, 0.98 mmol) and 2-(2-chlorophenyl)ethylamine (170 mg, 1.09 mmol) were dissolved in a mixture of methanol (10 ml) and DMF (1.5 ml), and the mixture was stirred at room temperature for 2.5 hours. The reactio...